describe an organic reaction: reactants, conditions, products, and yield From a dataset of the Open Reaction Database (ORD), a public repository of structured organic reaction records. Starting materials: CN(C)CC1CCCNC1, CC(C)OC(C)C, O=C1Nc2cccnc2N(C(=O)CCl)c2ccccc21. Product: CN(C)CC1CCCN(CC(=O)N2c3ccccc3C(=O)Nc3cccnc32)C1. As a reaction SMILES: [CH3:21][N:22]([CH3:23])[CH2:24][CH:25]1[CH2:26][NH:27][CH2:28][CH2:29][CH2:30]1.[CH:31]([O:32][CH:33]([CH3:34])[CH3:35])([CH3:36])[CH3:37].[Cl:1][CH2:2][C:3](=[O:4])[N:5]1[c:6]2[c:7]([cH:17][cH:18][cH:19][n:20]2)[NH:8][C:9](=[O:16])[c:10]2[c:11]1[cH:12][cH:13][cH:14][cH:15]2>>[CH2:2]([C:3](=[O:4])[N:5]1[c:6]2[c:7]([cH:17][cH:18][cH:19][n:20]2)[NH:8][C:9](=[O:16])[c:10]2[c:11]1[cH:12][cH:13][cH:14][cH:15]2)[N:27]1[CH2:26][CH:25]([CH2:24][N:22]([CH3:21])[CH3:23])[CH2:30][CH2:29][CH2:28]1. Starting materials: CO, Clc1ccccc1, NCc1ccccc1, O=S(=O)(c1ccccc1)N(CC1CO1)CC1CO1. Yields the product O=S(=O)(c1ccccc1)N1CC(O)CN(Cc2ccccc2)CC(O)C1. As a reaction SMILES: [CH3:1][OH:2].[Cl:29][c:30]1[cH:31][cH:32][cH:33][cH:34][cH:35]1.[NH2:21][CH2:22][c:23]1[cH:24][cH:25][cH:26][cH:27][cH:28]1.[O:3]1[CH:4]([CH2:6][N:7]([S:8](=[O:9])(=[O:10])[c:11]2[cH:12][cH:13][cH:14][cH:15][cH:16]2)[CH2:17][CH:18]2[O:19][CH2:20]2)[CH2:5]1>>[OH:3][CH:4]1[CH2:5][N:21]([CH2:22][c:23]2[cH:24][cH:25][cH:26][cH:27][cH:28]2)[CH2:20][CH:18]([OH:19])[CH2:17][N:7]([S:8](=[O:9])(=[O:10])[c:11]2[cH:12][cH:13][cH:14][cH:15][cH:16]2)[CH2:6]1.